From a dataset of the Open Reaction Database (ORD), a public repository of structured organic reaction records. describe an organic reaction: reactants, conditions, products, and yield Starting materials: compound, [N+](=O)([O-])C1=CC=C(COC(=O)N=C(N[C@H](C(=O)N[C@@H]2CN(CC2)C(=O)[O-])C)NC(=O)OCC2=CC=C(C=C2)[N+](=O)[O-])C=C1 ((3S)-3-[(2S)-2-[2,3-Di(4-nitrobenzyloxycarbonyl)guanidino]-2-methylacetylamino]-1-pyrrolidinecarboxylate), FC(C(=O)O)(F)F (trifluoroacetic acid). The solvent is ClCCl (dichloromethane). The product is FC(C(=O)O)(F)F.[N+](=O)([O-])C1=CC=C(COC(=O)N=C(N[C@H](C(=O)N[C@@H]2CNCC2)C)NC(=O)OCC2=CC=C(C=C2)[N+](=O)[O-])C=C1 ((3S)-3-[(2S)-2-[2,3-Di(4-nitrobenzyloxycarbonyl)guanidino]-2-methylacetylamino]pyrrolidine trifluoroacetate). RXN SMILES: [N+:1]([C:4]1[CH:43]=[CH:42][C:7]([CH2:8][O:9][C:10]([N:12]=[C:13]([NH:28][C:29]([O:31][CH2:32][C:33]2[CH:38]=[CH:37][C:36]([N+:39]([O-:41])=[O:40])=[CH:35][CH:34]=2)=[O:30])[NH:14][C@@H:15]([CH3:27])[C:16]([NH:18][C@H:19]2[CH2:23][CH2:22][N:21](C([O-])=O)[CH2:20]2)=[O:17])=[O:11])=[CH:6][CH:5]=1)([O-:3])=[O:2].[F:44][C:45]([F:50])([F:49])[C:46]([OH:48])=[O:47]>ClCCl>[F:44][C:45]([F:50])([F:49])[C:46]([OH:48])=[O:47].[N+:1]([C:4]1[CH:43]=[CH:42][C:7]([CH2:8][O:9][C:10]([N:12]=[C:13]([NH:28][C:29]([O:31][CH2:32][C:33]2[CH:34]=[CH:35][C:36]([N+:39]([O-:41])=[O:40])=[CH:37][CH:38]=2)=[O:30])[NH:14][C@@H:15]([CH3:27])[C:16]([NH:18][C@H:19]2[CH2:23][CH2:22][NH:21][CH2:20]2)=[O:17])=[O:11])=[CH:6][CH:5]=1)([O-:3])=[O:2] |f:3.4|. Reported procedure: To a solution of the compound (1.59 g), which had been obtained in (1), in anhydrous dichloromethane (6 ml), trifluoroacetic acid (3 ml) was added dropwise under ice cooling. The reaction mixture was then treated in a similar manner to that described in Referential Example 16-(2), whereby the title compound was obtained. The product was provided for use in the subsequent reaction without isolation. Reactants: ClCCl, O=C(OO)c1cccc(Cl)c1, COc1ccc(-c2nc(SCCO)sc2-c2ccc(OC)cc2)cc1. The product is COc1ccc(-c2nc(S(=O)CCO)sc2-c2ccc(OC)cc2)cc1. Reaction SMILES: [CH2:37]([Cl:38])[Cl:39].[Cl:26][c:27]1[cH:28][cH:29][cH:30][c:31]([C:32]([O:33][OH:35])=[O:34])[cH:36]1.[OH:1][CH2:2][CH2:3][S:4][c:5]1[s:6][c:7](-[c:18]2[cH:19][cH:20][c:21]([O:24][CH3:25])[cH:22][cH:23]2)[c:8](-[c:10]2[cH:11][cH:12][c:13]([O:16][CH3:17])[cH:14][cH:15]2)[n:9]1>>[OH:1][CH2:2][CH2:3][S:4]([c:5]1[s:6][c:7](-[c:18]2[cH:19][cH:20][c:21]([O:24][CH3:25])[cH:22][cH:23]2)[c:8](-[c:10]2[cH:11][cH:12][c:13]([O:16][CH3:17])[cH:14][cH:15]2)[n:9]1)=[O:34]. The reactants are C(C)(=O)OCC (ethyl acetate), O(C1=CC=CC=C1)CC=1NC=C(N1)C1=CC=C(OC2=CC=C(N)C=C2)C=C1 (4-{4-[2-(phenoxymethyl)-1H-imidazol-4-yl]phenoxy}aniline), CC1=CC=C(CN=C=O)C=C1 (4-methylbenzylisocyanate), O (water). Solvent: mixture, C(C)OCC.C(C)(=O)OCC.C(C)(C)O (ethyl ether ethyl acetate isopropanol), CN(C=O)C (dimethylformamide). Reaction conditions: temperature 100 celsius. Product: CC1=CC=C(CNC(=O)NC2=CC=C(C=C2)OC2=CC=C(C=C2)C=2N=C(NC2)COC2=CC=CC=C2)C=C1 (N-(4-methylbenzyl)-N′-(4-{4-[2-(phenoxymethyl)-1H-imidazol-4-yl]phenoxy}phenyl)urea). Isolated yield 21.0%. Reaction SMILES: [O:1]([CH2:8][C:9]1[NH:10][CH:11]=[C:12]([C:14]2[CH:27]=[CH:26][C:17]([O:18][C:19]3[CH:25]=[CH:24][C:22]([NH2:23])=[CH:21][CH:20]=3)=[CH:16][CH:15]=2)[N:13]=1)[C:2]1[CH:7]=[CH:6][CH:5]=[CH:4][CH:3]=1.[CH3:28][C:29]1[CH:38]=[CH:37][C:32]([CH2:33][N:34]=[C:35]=[O:36])=[CH:31][CH:30]=1.O.C(OCC)(=O)C>CN(C)C=O.C(OCC)C.C(OCC)(=O)C.C(O)(C)C>[CH3:28][C:29]1[CH:38]=[CH:37][C:32]([CH2:33][NH:34][C:35]([NH:23][C:22]2[CH:21]=[CH:20][C:19]([O:18][C:17]3[CH:26]=[CH:27][C:14]([C:12]4[N:13]=[C:9]([CH2:8][O:1][C:2]5[CH:7]=[CH:6][CH:5]=[CH:4][CH:3]=5)[NH:10][CH:11]=4)=[CH:15][CH:16]=3)=[CH:25][CH:24]=2)=[O:36])=[CH:31][CH:30]=1 |f:5.6.7|. Procedure details: A mixture containing 4-{4-[2-(phenoxymethyl)-1H-imidazol-4-yl]phenoxy}aniline (0.2 g, 0.56 mmol) and 4-methylbenzylisocyanate (0.17 g, 1.12 mmol) in 3 ml of dimethylformamide is heated at 100° C. for two hours. After returning to ambient temperature 20 ml of water and 30 ml of ethyl acetate are added, followed by extraction then the organic phase is washed with a saturated sodium chloride solution. The organic phase is dried over sodium sulfate, filtered and concentrated to dryness under vacuum.... The yield is 43.3%. Run in S1(CCCC1)(=O)=O (tetrahydrothiophene 1,1-dioxide). Run at temperature 130 celsius, time 1 hour. Reaction SMILES: Cl[C:2]1[N:7]=[C:6]([O:8][CH3:9])[CH:5]=[CH:4][N:3]=1.[N+:10]([C:13]1[CH:14]=[CH:15][C:16]([N:19]2[CH2:24][CH2:23][NH:22][CH2:21][CH2:20]2)=[N:17][CH:18]=1)([O-:12])=[O:11].C(=O)([O-])[O-].[Na+].[Na+].O>S1(=O)(=O)CCCC1>[CH3:9][O:8][C:6]1[CH:5]=[CH:4][N:3]=[C:2]([N:22]2[CH2:23][CH2:24][N:19]([C:16]3[CH:15]=[CH:14][C:13]([N+:10]([O-:12])=[O:11])=[CH:18][N:17]=3)[CH2:20][CH2:21]2)[N:7]=1 |f:2.3.4|. The reactants are ClC1=NC=CC(=N1)OC (2-chloro-4-methoxypyrimidine), [N+](=O)([O-])C=1C=CC(=NC1)N1CCNCC1 (1-(5-nitro-2-pyridinyl)piperazine), C([O-])([O-])=O.[Na+].[Na+] (sodium carbonate), O (water). The product is COC1=NC(=NC=C1)N1CCN(CC1)C1=NC=C(C=C1)[N+](=O)[O-] (4-methoxy-2-[4-(5-nitro-2-pyridinyl)-1-piperazinyl]pyrimidine). Procedure details: A mixture of 2-chloro-4-methoxypyrimidine (29 g) and 1-(5-nitro-2-pyridinyl)piperazine (35 g) in tetrahydrothiophene 1,1-dioxide (50 ml) was stirred at 130° C. for 1 hour. The mixture was poured into sodium carbonate and water, stirred for 30 minutes and extracted with CH2Cl2. The organic layer was dried over MgSO4, filtered and evaporated. The residue was triturated in diisopropyl ether, yielding 23 g (43%) of 4-methoxy-2-[4-(5-nitro-2-pyridinyl)-1-piperazinyl]pyrimidine (interm. 10).